From a dataset of the Open Reaction Database (ORD), a public repository of structured organic reaction records. describe an organic reaction: reactants, conditions, products, and yield Reactants: Cc1ccccc1, CC(C)(C)OC(=O)COc1ccc(C=O)cc1, Nc1ccc(F)cc1. Yields the product CC(C)(C)OC(=O)COc1ccc(C=Nc2ccc(F)cc2)cc1. As a reaction SMILES: [CH3:26][c:27]1[cH:28][cH:29][cH:30][cH:31][cH:32]1.[CH:1](=[O:2])[c:3]1[cH:4][cH:5][c:6]([O:7][CH2:8][C:9](=[O:10])[O:11][C:12]([CH3:13])([CH3:14])[CH3:15])[cH:16][cH:17]1.[NH2:18][c:19]1[cH:20][cH:21][c:22]([F:23])[cH:24][cH:25]1>>[CH:1]([c:3]1[cH:4][cH:5][c:6]([O:7][CH2:8][C:9](=[O:10])[O:11][C:12]([CH3:13])([CH3:14])[CH3:15])[cH:16][cH:17]1)=[N:18][c:19]1[cH:20][cH:21][c:22]([F:23])[cH:24][cH:25]1. The reactants are CO, Cl, CC(C)(C)OC(=O)N1CCc2nc(Nc3ccc(-c4cnco4)cc3)nc(NCC3CCCO3)c2C1. Product: c1ncc(-c2ccc(Nc3nc4c(c(NCC5CCCO5)n3)CNCC4)cc2)o1. RXN SMILES: [CH3:38][OH:39].[ClH:37].[o:1]1[cH:2][n:3][cH:4][c:5]1-[c:6]1[cH:7][cH:8][c:9]([NH:12][c:13]2[n:14][c:15]([NH:30][CH2:31][CH:32]3[O:33][CH2:34][CH2:35][CH2:36]3)[c:16]3[c:17]([n:18]2)[CH2:19][CH2:20][N:21]([C:23]([O:24][C:25]([CH3:26])([CH3:27])[CH3:28])=[O:29])[CH2:22]3)[cH:10][cH:11]1>>[o:1]1[cH:2][n:3][cH:4][c:5]1-[c:6]1[cH:7][cH:8][c:9]([NH:12][c:13]2[n:14][c:15]([NH:30][CH2:31][CH:32]3[O:33][CH2:34][CH2:35][CH2:36]3)[c:16]3[c:17]([n:18]2)[CH2:19][CH2:20][NH:21][CH2:22]3)[cH:10][cH:11]1. The yield is 80.9%. RXN SMILES: [NH2:1][C:2]1[C:3]2[N:4]([C:9]([CH3:13])=[C:10]([CH3:12])[N:11]=2)[CH:5]=[C:6]([Br:8])[CH:7]=1.[CH3:14][C:15]1[CH:22]=[CH:21][CH:20]=[C:19]([CH3:23])[C:16]=1[CH2:17]Cl.C(=O)([O-])[O-].[Na+].[Na+].[I-].[Na+].CC1C(C)=CC=CC=1CCl>CC(C)=O>[Br:8][C:6]1[CH:7]=[C:2]([NH:1][CH2:17][C:16]2[C:19]([CH3:23])=[CH:20][CH:21]=[CH:22][C:15]=2[CH3:14])[C:3]2[N:4]([C:9]([CH3:13])=[C:10]([CH3:12])[N:11]=2)[CH:5]=1 |f:2.3.4,5.6|. Reaction conditions: time 8 hour. Yields the product BrC=1C=C(C=2N(C1)C(=C(N2)C)C)NCC2=C(C=CC=C2C)C (6-bromo-2,3-dimethyl-8-(2,6-dimethylbenzylamino)imidazo[1,2-a]pyridine). The solvent is CC(=O)C (acetone), CC(=O)C (acetone). Starting materials: CC1=C(CCl)C=CC=C1C (2,3-dimethylbenzylchloride), NC=1C=2N(C=C(C1)Br)C(=C(N2)C)C (8-amino-6-bromo-2,3-dimethylimidazo[1,2-a]pyridine), CC1=C(CCl)C(=CC=C1)C (2,6-dimethylbenzylchloride), C([O-])([O-])=O.[Na+].[Na+] (sodium carbonate), [I-].[Na+] (sodium iodide). Reported procedure: A mixture of 8-amino-6-bromo-2,3-dimethylimidazo[1,2-a]pyridine (1.2 g, 5.0 mmol), 2,6-dimethylbenzylchloride (0.772 g, 5.0 mmol), sodium carbonate (0.8 g), sodium iodide (0.2 g) and acetone (45 ml) was stirred overnight. More 2,3-dimethylbenzylchloride (0.285 g) was added and the reaction mixture was refluxed for 5 h. After addition of acetone the reaction mixture was filtered. The solvent was removed in vacuo and the residue was dissolved in CH2Cl2, washed with NaHCO3, dried over Na2SO4 and ev...